From a dataset of the Open Reaction Database (ORD), a public repository of structured organic reaction records. describe an organic reaction: reactants, conditions, products, and yield Reactants: [Br-], Cc1ccccc1C(=O)CBr, CCCC[N+](CCCC)(CCCC)CCCC, Cc1ccccc1, Cl, [Na+], Cc1ccc2c(c1)NC(=O)C(NC(=O)OC(C)(C)C)CN2C(=O)c1ccccn1, [OH-]. Product: Cc1ccc2c(c1)N(CC(=O)c1ccccc1C)C(=O)C(NC(=O)OC(C)(C)C)CN2C(=O)c1ccccn1. Reaction SMILES: [Br-:51].[Br:30][CH2:31][C:32](=[O:33])[c:34]1[c:35]([CH3:40])[cH:36][cH:37][cH:38][cH:39]1.[CH2:52]([N+:53]([CH2:54][CH2:55][CH2:56][CH3:57])([CH2:58][CH2:59][CH2:60][CH3:61])[CH2:62][CH2:63][CH2:64][CH3:65])[CH2:66][CH2:67][CH3:68].[CH3:44][c:45]1[cH:46][cH:47][cH:48][cH:49][cH:50]1.[ClH:43].[Na+:42].[O:1]=[C:2]1[CH:3]([NH:22][C:23](=[O:24])[O:25][C:26]([CH3:27])([CH3:28])[CH3:29])[CH2:4][N:5]([C:14](=[O:15])[c:16]2[n:17][cH:18][cH:19][cH:20][cH:21]2)[c:6]2[c:7]([cH:9][c:10]([CH3:13])[cH:11][cH:12]2)[NH:8]1.[OH-:41]>>[O:1]=[C:2]1[CH:3]([NH:22][C:23](=[O:24])[O:25][C:26]([CH3:27])([CH3:28])[CH3:29])[CH2:4][N:5]([C:14](=[O:15])[c:16]2[n:17][cH:18][cH:19][cH:20][cH:21]2)[c:6]2[c:7]([cH:9][c:10]([CH3:13])[cH:11][cH:12]2)[N:8]1[CH2:31][C:32](=[O:33])[c:34]1[c:35]([CH3:40])[cH:36][cH:37][cH:38][cH:39]1.